Dataset: the Open Reaction Database (ORD), a public repository of structured organic reaction records. Task: describe an organic reaction: reactants, conditions, products, and yield Starting materials: O (Water), Cl.C(C)OC(C)=O (hydrogen cloride ethylacetate), CN(CCOC1=CC=C(C=C1)N1CCN(CC1)C(=O)OC(C)(C)C)C (t-butyl 4-[4-(2-dimethylaminoethoxy)phenyl]piperazine-1-carboxylate), CCN=C=NCCCN(C)C.Cl (WSC hydrochloride), C=1C=CC2=C(C1)N=NN2O (HOBt), COC=1C=C(C=CC1OC)C1=CC=CC(=N1)C(=O)O (6-(3,4-dimethoxyphenyl)pyridine-2-carboxylic acid), CCN=C=NCCCN(C)C.Cl (WSC hydrochloride), C=1C=CC2=C(C1)N=NN2O (HOBt). The solvent is CN(C)C=O (DMF), C(C)N(CC)CC (triethylamine). Conditions: time 8.5 hour. Yields the product C(C(=O)O)(=O)O.C(C(=O)O)(=O)O.COC=1C=C(C=CC1OC)C1=CC=CC(=N1)C(=O)N1CCN(CC1)C1=CC=C(C=C1)OCCN(C)C (1-[6-(3,4-dimethoxyphenyl)pyridine-2-carbonyl]-4-[4-(2-dimethylaminoethoxy)phenyl]piperazine dioxalate). As a reaction SMILES: Cl.C([O:4][C:5](=[O:7])[CH3:6])C.[CH3:8][N:9]([CH3:32])[CH2:10][CH2:11][O:12][C:13]1[CH:18]=[CH:17][C:16]([N:19]2[CH2:24][CH2:23][N:22]([C:25]([O:27]C(C)(C)C)=O)[CH2:21][CH2:20]2)=[CH:15][CH:14]=1.CCN=C=NCCCN(C)C.Cl.C1C=CC2N([OH:54])N=NC=2C=1.[CH3:55][O:56][C:57]1[CH:58]=[C:59]([C:65]2[N:70]=[C:69]([C:71]([OH:73])=[O:72])[CH:68]=[CH:67][CH:66]=2)[CH:60]=[CH:61][C:62]=1[O:63][CH3:64].[OH2:74]>C(N(CC)CC)C.CN(C=O)C>[C:5]([OH:4])(=[O:7])[C:6]([OH:12])=[O:74].[C:71]([OH:73])(=[O:72])[C:69]([OH:54])=[O:74].[CH3:55][O:56][C:57]1[CH:58]=[C:59]([C:65]2[N:70]=[C:69]([C:25]([N:22]3[CH2:21][CH2:20][N:19]([C:16]4[CH:15]=[CH:14][C:13]([O:12][CH2:11][CH2:10][N:9]([CH3:8])[CH3:32])=[CH:18][CH:17]=4)[CH2:24][CH2:23]3)=[O:27])[CH:68]=[CH:67][CH:66]=2)[CH:60]=[CH:61][C:62]=1[O:63][CH3:64] |f:0.1,3.4,10.11.12|. Reported procedure: In 15 ml of a 4M hydrogen cloride/ethylacetate solution, 0.62 g of t-butyl 4-[4-(2-dimethylaminoethoxy)phenyl]piperazine-1-carboxylate was reacted. To a DMF (15 ml) solution of 0.86 g of a crude product obtained by evaporation of the solvent were added 0.34 g of WSC hydrochloride, 0.24 g of HOBt and 0.41 g of 6-(3,4-dimethoxyphenyl)pyridine-2-carboxylic acid, followed by 65 hours of reaction at room temperature. Further, 0.34 g of WSC hydrochloride, 0.24 g of HOBt and 0.50 ml of triethylamine we...